This data is from the Open Reaction Database (ORD), a public repository of structured organic reaction records. The task is: describe an organic reaction: reactants, conditions, products, and yield Starting materials: ClC=1C(=NC=NC1Cl)N (5,6-dichloropyrimidin-4-amine), N[C@H]1C[C@H](CC1)NC(OC(C)(C)C)=O (tert-butyl (cis-3-aminocyclopentyl)carbamate), O(C1=CC=CC=C1)C1=CC=C(C=C1)B(O)O ((4-phenoxyphenyl)boronic acid), C(C=C)(=O)Cl (acryloyl chloride). The product is NC1=C(C(=NC=N1)N[C@H]1C[C@H](CC1)NC(C=C)=O)C1=CC=C(C=C1)OC1=CC=CC=C1 (N-(cis-3-((6-amino-5-(4-phenoxyphenyl)pyrimidin-4-yl)amino)cyclopentyl)acrylamide). Reaction SMILES: Cl[C:2]1[C:3]([NH2:9])=[N:4][CH:5]=[N:6][C:7]=1Cl.[NH2:10][C@@H:11]1[CH2:15][CH2:14][C@H:13]([NH:16][C:17](=[O:23])OC(C)(C)C)[CH2:12]1.[O:24]([C:31]1[CH:36]=[CH:35][C:34](B(O)O)=[CH:33][CH:32]=1)[C:25]1[CH:30]=[CH:29][CH:28]=[CH:27][CH:26]=1.[C:40](Cl)(=O)[CH:41]=C>>[NH2:9][C:3]1[N:4]=[CH:5][N:6]=[C:7]([NH:10][C@@H:11]2[CH2:15][CH2:14][C@H:13]([NH:16][C:17](=[O:23])[CH:40]=[CH2:41])[CH2:12]2)[C:2]=1[C:28]1[CH:29]=[CH:30][C:25]([O:24][C:31]2[CH:36]=[CH:35][CH:34]=[CH:33][CH:32]=2)=[CH:26][CH:27]=1. Reported procedure: N-(cis-3-((6-amino-5-(4-phenoxyphenyl)pyrimidin-4-yl)amino)cyclopentyl)acrylamide was prepared from 5,6-dichloropyrimidin-4-amine, tert-butyl (cis-3-aminocyclopentyl)carbamate, (4-phenoxyphenyl)boronic acid, and acryloyl chloride using methods B, C, D, and F. HPLC: 98%. MS: m/z=416 [M+H]+. 1H-NMR (DMSO-d6) δ 8.36 (s, 1H), 8.11 (d, 1H), 7.45 (t, 2H), 7.28-7.12 (m, 7H), 7.07-6.82 (m, 3H), 6.15 (dd, 1H), 6.04 (d, 1H), 5.56 (d, 1H), 4.43 (broad s, 1H), 3.96 (sextet, 1H), 2.22 (m, 1H), 1.90-1.80 (m, ...